Dataset: the Open Reaction Database (ORD), a public repository of structured organic reaction records. Task: describe an organic reaction: reactants, conditions, products, and yield The reactants are O1C=CC2=C1C=CC=C2OC2=C(C=C(C=C2)N)F (4-(1-Benzofuran-4-yloxy)-3-fluorophenylamine), [OH-].[Na+] (sodium hydroxide), ClC1=NC(=NC(=C1)C1=CC=NC=C1)N (4-Chloro-6-(4-pyridinyl)-2-pyrimidinamine), Cl (hydrochloric acid). Run in O (water). The product is NC1=NC(=CC(=N1)NC1=CC(=C(C=C1)OC1=CC=CC2=C1C=CO2)F)C2=CC=NC=C2 (N-[2-Amino-6-(4-pyridinyl)-4-pyrimidinyl]-N-[4-(1-benzofuran-4-yloxy)-3-fluoro-phenyl]amine). RXN SMILES: [O:1]1[C:5]2[CH:6]=[CH:7][CH:8]=[C:9]([O:10][C:11]3[CH:16]=[CH:15][C:14]([NH2:17])=[CH:13][C:12]=3[F:18])[C:4]=2[CH:3]=[CH:2]1.Cl[C:20]1[CH:25]=[C:24]([C:26]2[CH:31]=[CH:30][N:29]=[CH:28][CH:27]=2)[N:23]=[C:22]([NH2:32])[N:21]=1.Cl.[OH-].[Na+]>O>[NH2:32][C:22]1[N:21]=[C:20]([NH:17][C:14]2[CH:15]=[CH:16][C:11]([O:10][C:9]3[C:4]4[CH:3]=[CH:2][O:1][C:5]=4[CH:6]=[CH:7][CH:8]=3)=[C:12]([F:18])[CH:13]=2)[CH:25]=[C:24]([C:26]2[CH:31]=[CH:30][N:29]=[CH:28][CH:27]=2)[N:23]=1 |f:3.4|. Procedure details: 32 mg (0.13 mmol) of 4-(1-benzofuran-4-yloxy)-3-fluorophenylamine (from example XXIII) and 28.5 mg (0.14 mmol) of 4-chloro-6-(4-pyridinyl)-2-pyrimidine-amine (from example XXIX) are suspended in 1.5 ml of water, and 19 μl of concentrated hydrochloric acid are added. The reaction mixture is heated at reflux overnight, resulting in the formation of a brown precipitate. Using 1N sodium hydroxide solution, the suspension is adjusted to pH 10. The precipitate is filtered off with suction and the filt... The reactants are O1CC1COC1=CC=CC=C1 (1,2-epoxy-3-phenoxy propane), Cl.NCC1=CC=C(C=C1)NS(=O)(=O)C (N-[4-(aminomethyl)phenyl]methanesulfonamide hydrochloride), [OH-].[Na+] (sodium hydroxide). The solvent is CO (methanol), O (water). Yields the product Cl.OC(CNCC1=CC=C(C=C1)NS(=O)(=O)C)COC1=CC=CC=C1 (N-[4-[(2-Hydroxy-3-phenoxypropyl)aminomethyl]phenyl]methanesulfonamide hydrochloride). RXN SMILES: [ClH:1].[NH2:2][CH2:3][C:4]1[CH:9]=[CH:8][C:7]([NH:10][S:11]([CH3:14])(=[O:13])=[O:12])=[CH:6][CH:5]=1.[OH-].[Na+].[O:17]1[CH:19]([CH2:20][O:21][C:22]2[CH:27]=[CH:26][CH:25]=[CH:24][CH:23]=2)[CH2:18]1>CO.O>[ClH:1].[OH:17][CH:19]([CH2:20][O:21][C:22]1[CH:27]=[CH:26][CH:25]=[CH:24][CH:23]=1)[CH2:18][NH:2][CH2:3][C:4]1[CH:5]=[CH:6][C:7]([NH:10][S:11]([CH3:14])(=[O:13])=[O:12])=[CH:8][CH:9]=1 |f:0.1,2.3,7.8|. Reported procedure: To a solution of 18.0 g (0.76 mmol) of N-[4-(aminomethyl)phenyl]methanesulfonamide hydrochloride in 200 mL of methanol, add a solution of 3.04 g of sodium hydroxide in 10 mL of water. Stir for fifteen minutes. Add 11.14 g (0.076 mmol) of 1,2-epoxy-3-phenoxy propane and reflux for 4.5 h. Monitor the progress of the reaction by thin-layer chromatography on silica gel (acetonitrile:ammonium hydroxide, 9:1). Remove the solvent in vacuo. Chromatograph the oil on 800 g of silica gel using a mixture of... Reactants: amine, C([O-])([O-])=O.[K+].[K+] (potassium carbonate), C(C)O (ethanol), Cl.C1C2(CCC3=CC=CC=C13)CCC(CC2)N (3',4'-Dihydrospiro[cyclohexane- 1,2'(1'H)-naphthalen]-4-ylamine hydrochloride), ICCCCCI (1,5-diiodopentane). The solvent is O (water). Product: C1C2(CCC3=CC=CC=C13)CCC(CC2)N2CCCCC2 (1-[3',4'-dihydrospiro[cyclohexane-1,2'(1'H)-naphthalen]-4-yl]piperidine). As a reaction SMILES: Cl.[CH2:2]1[C:11]2[C:6](=[CH:7][CH:8]=[CH:9][CH:10]=2)[CH2:5][CH2:4][C:3]21[CH2:16][CH2:15][CH:14]([NH2:17])[CH2:13][CH2:12]2.I[CH2:19][CH2:20][CH2:21][CH2:22][CH2:23]I.C(=O)([O-])[O-].[K+].[K+].C(O)C>O>[CH2:2]1[C:11]2[C:6](=[CH:7][CH:8]=[CH:9][CH:10]=2)[CH2:5][CH2:4][C:3]21[CH2:12][CH2:13][CH:14]([N:17]1[CH2:23][CH2:22][CH2:21][CH2:20][CH2:19]1)[CH2:15][CH2:16]2 |f:0.1,3.4.5|. Reported procedure: The amine prepared from 1.5 g. of 3',4'-dihydrospiro[ cyclohexane-1,2'(1'H)-naphthalen]-4-ylamine hydrochloride [I(c)] (prepared as in Example 10C), 1.9 g. of 1,5-diiodopentane and 1.6 g. of potassium carbonate in 18 ml. of ethanol is stirred at reflux temperature for about 18 hours. The mixture after cooling is diluted with water, the solid collected on a filter and recrystallized from methanol to give 1-[3',4'-dihydrospiro[cyclohexane-1,2'(1'H)-naphthalen]-4-yl]piperidine [I(c)]. Reported procedure: Benzylsulfamic acid [6-[2-(5-methylsulfanyl-pyrimidin-2-yloxy)-ethoxy]-5-(2-chloro-5-methoxy-phenoxy)-pyrimidin-4-yl]-amide (138 mg) (Example 213) was prepared from benzylsulfamic acid [5-(2-chloro-5-methoxy-phenoxy)-6-(2-hydroxy-ethoxy)-pyrimidin-4-yl]-amide (240 mg) (Example 211) and 5-methylsulfanyl-2-chloropyrimidine (180 mg) according to the procedure described in Example 14. LC-MS: tR=5.22; [M+H]+=606.75. Starting materials: ClC1=C(OC=2C(=NC=NC2OCCO)NS(NCC2=CC=CC=C2)(=O)=O)C=C(C=C1)OC (benzylsulfamic acid [5-(2-chloro-5-methoxy-phenoxy)-6-(2-hydroxy-ethoxy)-pyrimidin-4-yl]-amide), CSC=1C=NC(=NC1)Cl (5-methylsulfanyl-2-chloropyrimidine). The product is CSC=1C=NC(=NC1)OCCOC1=C(C(=NC=N1)NS(NCC1=CC=CC=C1)(=O)=O)OC1=C(C=CC(=C1)OC)Cl (Benzylsulfamic acid [6-[2-(5-methylsulfanyl-pyrimidin-2-yloxy)-ethoxy]-5-(2-chloro-5-methoxy-phenoxy)-pyrimidin-4-yl]-amide). RXN SMILES: [Cl:1][C:2]1[CH:30]=[CH:29][C:28]([O:31][CH3:32])=[CH:27][C:3]=1[O:4][C:5]1[C:6]([NH:15][S:16](=[O:26])(=[O:25])[NH:17][CH2:18][C:19]2[CH:24]=[CH:23][CH:22]=[CH:21][CH:20]=2)=[N:7][CH:8]=[N:9][C:10]=1[O:11][CH2:12][CH2:13][OH:14].[CH3:33][S:34][C:35]1[CH:36]=[N:37][C:38](Cl)=[N:39][CH:40]=1>>[CH3:33][S:34][C:35]1[CH:36]=[N:37][C:38]([O:14][CH2:13][CH2:12][O:11][C:10]2[N:9]=[CH:8][N:7]=[C:6]([NH:15][S:16](=[O:26])(=[O:25])[NH:17][CH2:18][C:19]3[CH:24]=[CH:23][CH:22]=[CH:21][CH:20]=3)[C:5]=2[O:4][C:3]2[CH:27]=[C:28]([O:31][CH3:32])[CH:29]=[CH:30][C:2]=2[Cl:1])=[N:39][CH:40]=1. Isolated yield 45.7%. Reactants: C(C1=CC=CC=C1)OC(=O)N1CC(CC2=CC=CC=C12)C(=O)O (N-benzyloxycarbonyl-1,2,3,4-tetrahydroquinoline-3(R,S)-carboxylic acid), C(C)(C)OC(N(C)C)OC(C)C (N,N-dimethylformamide diisopropyl acetal), C(CCC)NC([C@@H](C[C@@H]([C@H](CC(CC(=O)N1CC(CC2=CC=CC=C12)C(=O)OCC)(C)C)NC(=O)OC(C)(C)C)O)C)=O (5(S)-tert-butoxycarbonylamino-4(S)-hydroxy-2(R),7,7-trimethyl-8-[3(R,S)-ethoxycarbonyl-1,2,3,4-tetrahydroquinolin-1-ylcarbonyl]-octanoic acid (N-butyl)amide). The product is C(C1=CC=CC=C1)OC(=O)N1CC(CC2=CC=CC=C12)C(=O)OC(C)C (N-Benzyloxycarbonyl-3(R,S)-isopropoxycarbonyl-1,2,3,4-tetrahydroquinoline). As a reaction SMILES: [CH2:1]([O:8][C:9]([N:11]1[C:20]2[C:15](=[CH:16][CH:17]=[CH:18][CH:19]=2)[CH2:14][CH:13]([C:21]([OH:23])=[O:22])[CH2:12]1)=[O:10])[C:2]1[CH:7]=[CH:6][CH:5]=[CH:4][CH:3]=1.[CH:24](OC(OC(C)C)N(C)C)([CH3:26])[CH3:25].C(NC(=O)[C@H](C)C[C@H](O)[C@@H](NC(OC(C)(C)C)=O)CC(C)(C)CC(N1C2C(=CC=CC=2)CC(C(OCC)=O)C1)=O)CCC>>[CH2:1]([O:8][C:9]([N:11]1[C:20]2[C:15](=[CH:16][CH:17]=[CH:18][CH:19]=2)[CH2:14][CH:13]([C:21]([O:23][CH:24]([CH3:26])[CH3:25])=[O:22])[CH2:12]1)=[O:10])[C:2]1[CH:7]=[CH:6][CH:5]=[CH:4][CH:3]=1. Procedure: The title compound is prepared analogously to Example 1s) starting from 1.87 g of N-benzyloxycarbonyl-1,2,3,4-tetrahydroquinoline-3(R,S)-carboxylic acid and 5.1 ml of N,N-dimethylformamide diisopropyl acetal Rf (A)=0.78; MS: (M)+ =353. Reactants: C(C)(C)(C)OC(=O)N(C(CC=1C=C2CCNC2=C(C1)C#N)C)CCOC1=C(C=CC=C1)OCC (5-[2-[N-tert-butoxycarbonyl-2-(2-ethoxyphenoxy)ethylamino]propyl]indoline-7-carbonitrile), C1CCC2C(C1)OCCOCCOC3CCCCC3OCCOCCO2 (cis-dicyclohexano-18-crown-6), C([O-])([O-])=O.[K+].[K+] (potassium carbonate), BrCC(=O)OCC (ethyl bromoacetate). Run in O1CCCC1 (tetrahydrofuran), O (water). The product is C(C)(C)(C)OC(=O)N(C(CC=1C=C2CCN(C2=C(C1)C#N)CC(=O)OCC)C)CCOC1=C(C=CC=C1)OCC (ethyl [5-[2-[N-tert-butoxycarbonyl-2-(2-ethoxyphenoxy)ethylamino]propyl]-7-cyanoindolin-1-yl]acetate). The yield is 34.9%. Reaction SMILES: [C:1]([O:5][C:6]([N:8]([CH2:23][CH2:24][O:25][C:26]1[CH:31]=[CH:30][CH:29]=[CH:28][C:27]=1[O:32][CH2:33][CH3:34])[CH:9]([CH3:22])[CH2:10][C:11]1[CH:12]=[C:13]2[C:17](=[C:18]([C:20]#[N:21])[CH:19]=1)[NH:16][CH2:15][CH2:14]2)=[O:7])([CH3:4])([CH3:3])[CH3:2].C1CC2OCCOCCOC3C(OCCOCCOC2CC1)CCCC3.C(=O)([O-])[O-].[K+].[K+].Br[CH2:68][C:69]([O:71][CH2:72][CH3:73])=[O:70]>O1CCCC1.O>[C:1]([O:5][C:6]([N:8]([CH2:23][CH2:24][O:25][C:26]1[CH:31]=[CH:30][CH:29]=[CH:28][C:27]=1[O:32][CH2:33][CH3:34])[CH:9]([CH3:22])[CH2:10][C:11]1[CH:12]=[C:13]2[C:17](=[C:18]([C:20]#[N:21])[CH:19]=1)[N:16]([CH2:68][C:69]([O:71][CH2:72][CH3:73])=[O:70])[CH2:15][CH2:14]2)=[O:7])([CH3:4])([CH3:2])[CH3:3] |f:2.3.4|. Procedure: To a solution of 5-[2-[N-tert-butoxycarbonyl-2-(2-ethoxyphenoxy)ethylamino]propyl]indoline-7-carbonitrile (300 mg) and cis-dicyclohexano-18-crown-6 (24 mg) in dry tetrahydrofuran (4 ml) were added potassium carbonate (107 mg) and ethyl bromoacetate (129 mg), and the mixture was reacted in a sealed tube at 100° C. for 24 hours. To the reaction mixture was added water, and the mixture was extracted with ethyl acetate. The extract was washed with water, and dried over anhydrous magnesium sulfate. T... Starting materials: N(=O)[O-].[Na+] (sodium nitrite), Cl (hydrochloric acid), NC1=CC=C(C=C1)CS(=O)(=O)N(C)C (4-amino-N,N-dimethylbenzenemethanesulfonamide), Cl (hydrochloric acid). Run in O (water), O (water). Conditions: temperature 0 celsius. Product: stannous chloride dihydrate, Cl.N(N)C1=CC=C(C=C1)CS(=O)(=O)N(C)C (4 -hydrazinyl-N,N-dimethylbenzenemethanesulfonamide hydrochloride). Isolated yield 94.0%. RXN SMILES: [NH2:1][C:2]1[CH:7]=[CH:6][C:5]([CH2:8][S:9]([N:12]([CH3:14])[CH3:13])(=[O:11])=[O:10])=[CH:4][CH:3]=1.[N:15]([O-])=O.[Na+].[ClH:19]>O>[ClH:19].[NH:1]([C:2]1[CH:7]=[CH:6][C:5]([CH2:8][S:9]([N:12]([CH3:14])[CH3:13])(=[O:11])=[O:10])=[CH:4][CH:3]=1)[NH2:15] |f:1.2,5.6|. Procedure: To a suspension of 4.30 g (20.1 mmol, 1.0 equiv.) of 4-amino-N,N-dimethylbenzenemethanesulfonamide in 40 mL of concentrated aqueous hydrochloric acid and 20 mL of water cooled to 0° C. was added a solution of 1.38 g (20.1 mmol, 1.0 equiv.) of sodium nitrite in 20 mL of water dropwise. The reaction mixture became homogeneous during the addition. The reaction was stirred for fifteen minutes at 0° C. after the addition was complete. Meanwhile a solution of 22.6 g (100 mmol, 5.0 equiv.) of stannous ...